Dataset: the Open Reaction Database (ORD), a public repository of structured organic reaction records. Task: describe an organic reaction: reactants, conditions, products, and yield Starting materials: CCCCCC (hexane), S(=O)(=O)(OC1=CC=CC2=CC=CC=C12)C1=CC=C(C)C=C1 (1-naphthyl tosylate), C(C1=CC=CC=C1)(=O)N (benzamide). Run in C(C)(=O)OCC (ethyl acetate). The product is C1(=CC=CC2=CC=CC=C12)NC(C1=CC=CC=C1)=O (N-(1-Naphthyl)benzamide). Isolated yield 94.6%. As a reaction SMILES: S(C1C=CC(C)=CC=1)(O[C:5]1[C:14]2[C:9](=[CH:10][CH:11]=[CH:12][CH:13]=2)[CH:8]=[CH:7][CH:6]=1)(=O)=O.[C:22]([NH2:30])(=[O:29])[C:23]1[CH:28]=[CH:27][CH:26]=[CH:25][CH:24]=1.CCCCCC>C(OCC)(=O)C>[C:5]1([NH:30][C:22](=[O:29])[C:23]2[CH:28]=[CH:27][CH:26]=[CH:25][CH:24]=2)[C:14]2[C:9](=[CH:10][CH:11]=[CH:12][CH:13]=2)[CH:8]=[CH:7][CH:6]=1. Procedure: Following the general procedure, 1-naphthyl tosylate (149 mg, 0.5 mmol) was coupled with benzamide (90 mg, 0.75 mmol) with the reaction time of 20 h. Chromatography on silica gel column with 4:1 hexane:ethyl acetate gave 117 mg (95%) of the title compound as a white solid.